This data is from the Open Reaction Database (ORD), a public repository of structured organic reaction records. The task is: describe an organic reaction: reactants, conditions, products, and yield Reactants: N([C@@H](CC(C)C)C(=O)N[C@@H](CC(C)C)C(=O)CF)C(=O)OCC1=CC=CC=C1 (Z-Leu-Leu-CH2F), C(C)(=O)O (acetic acid), Br (hydrogen bromide). Conditions: time 3 hour. The product is N([C@@H](CC(C)C)C(=O)N[C@@H](CC(C)C)C(=O)CF)C(=O)CCCCCCC (Octanoyl-Leu-Leu-CH2F). Yield: 52.0%. As a reaction SMILES: [NH:1]([C:19]([O:21]CC1C=CC=CC=1)=O)[C@H:2]([C:7]([NH:9][C@H:10]([C:15]([CH2:17][F:18])=[O:16])[CH2:11][CH:12]([CH3:14])[CH3:13])=[O:8])[CH2:3][CH:4]([CH3:6])[CH3:5].Br.[C:30](O)(=O)[CH3:31]>>[NH:1]([C:19]([CH2:7][CH2:2][CH2:3][CH2:4][CH2:5][CH2:30][CH3:31])=[O:21])[C@H:2]([C:7]([NH:9][C@H:10]([C:15]([CH2:17][F:18])=[O:16])[CH2:11][CH:12]([CH3:13])[CH3:14])=[O:8])[CH2:3][CH:4]([CH3:5])[CH3:6]. Procedure: The Z-Leu-Leu-CH2F (0.39 g) obtained in Example 3 was dissolved in acetic acid (5 ml) including a 25% anhydrous hydrogen bromide and the mixture was agitated at room temperature for 3 hours. After the end of the reaction, the solvent was distilled off and the resultant residue was dissolved in anhydrous methylene chloride (5 ml). To this, under ice water, were added triethylamine (0.23 g) and octanoylchloride (0.2 g) to dissolve it, then this was washed with a 10% aqueous citric acid solution, a... Starting materials: BrC1=CC2=C(C(=NO2)C2=CC=C(C=C2)O)C=C1 (4-(6-bromo-benzo[d]isoxazol-3-yl)-phenol), BrC\C=C\CBr ((E)-1,4-dibromo-2-butene), BrC1=CC2=C(C(=NO2)C2=CC=C(C=C2)OC\C=C\CBr)C=C1 ((E)-6-bromo-3-[4-(4-bromo-but-2-enyloxy)-phenyl]-benzo[d]isoxazole), C(C=C)NC (N-allyl-methyl-amine). Yields the product C(C=C)N(C)C\C=C\COC1=CC=C(C=C1)C1=NOC2=C1C=CC(=C2)Br ((E)-allyl-[4-[4-(6-bromo-benzo[d]isoxazol-3-yl)-phenoxy]-but-2-enyl]-methyl-amine). RXN SMILES: BrC1C=CC2C(C3C=CC(O)=CC=3)=NOC=2C=1.BrC/C=C/CBr.[Br:24][C:25]1[CH:45]=[CH:44][C:28]2[C:29]([C:32]3[CH:37]=[CH:36][C:35]([O:38][CH2:39]/[CH:40]=[CH:41]/[CH2:42]Br)=[CH:34][CH:33]=3)=[N:30][O:31][C:27]=2[CH:26]=1.[CH2:46]([NH:49][CH3:50])[CH:47]=[CH2:48]>>[CH2:46]([N:49]([CH2:42]/[CH:41]=[CH:40]/[CH2:39][O:38][C:35]1[CH:36]=[CH:37][C:32]([C:29]2[C:28]3[CH:44]=[CH:45][C:25]([Br:24])=[CH:26][C:27]=3[O:31][N:30]=2)=[CH:33][CH:34]=1)[CH3:50])[CH:47]=[CH2:48]. Procedure details: Analogously to Example 14d, from 4-(6-bromo-benzo[d]isoxazol-3-yl)-phenol and (E)-1,4-dibromo-2-butene via (E)-6-bromo-3-[4-(4-bromo-but-2-enyloxy)-phenyl]-benzo[d]isoxazole and by reaction with N-allyl-methyl-amine there is obtained (E)-allyl-[4-[4-(6-bromo-benzo[d]isoxazol-3-yl)-phenoxy]-but-2-enyl]-methyl-amine which is converted into the fumarate, MS: m/e 413 (M+H+, 1 Br). Starting materials: B(Br)(Br)Br (boron tribromide), solution, B(Br)(Br)Br (boron tribromide), COC=1C=C(C=CC1S(=O)(=O)C1=CC=NC=C1)NC(C(C(F)(F)F)(C)O)=O (N-[3-methoxy-4-(4-pyridylsulfonyl)phenyl]-3,3,3-trifluoro-2-hydroxy-2-methylpropanamide), 1.0, B(Br)(Br)Br (boron tribromide). The solvent is C(Cl)Cl (methylene chloride), C(Cl)Cl (methylene chloride), C(Cl)Cl (methylene chloride), C(Cl)Cl (methylene chloride). Yields the product OC=1C=C(C=CC1S(=O)(=O)C1=CC=NC=C1)NC(C(C(F)(F)F)(C)O)=O (N-[3-Hydroxy-4-(4-pyridylsulfonyl)phenyl]-3,3,3-trifluoro-2-hydroxy-2-methylpropanamide). The yield is 17.7%. As a reaction SMILES: C[O:2][C:3]1[CH:4]=[C:5]([NH:18][C:19](=[O:27])[C:20]([OH:26])([CH3:25])[C:21]([F:24])([F:23])[F:22])[CH:6]=[CH:7][C:8]=1[S:9]([C:12]1[CH:17]=[CH:16][N:15]=[CH:14][CH:13]=1)(=[O:11])=[O:10].B(Br)(Br)Br>C(Cl)Cl>[OH:2][C:3]1[CH:4]=[C:5]([NH:18][C:19](=[O:27])[C:20]([OH:26])([CH3:25])[C:21]([F:23])([F:24])[F:22])[CH:6]=[CH:7][C:8]=1[S:9]([C:12]1[CH:13]=[CH:14][N:15]=[CH:16][CH:17]=1)(=[O:10])=[O:11]. Procedure: To a stirred suspension of N-[3-methoxy-4-(4-pyridylsulfonyl)phenyl]-3,3,3-trifluoro-2-hydroxy-2-methylpropanamide (1.05 g, 2.6 mmol) in dry methylene chloride (30 mL) was added boron tribromide (10.4 mL of a 1.0M solution of boron tribromide in methylene chloride, 10.4 mmol). The resulting solution was stirred at reflux for 2 hours. An additional 5 mL of 1.0 H boron tribromide solution in methylene chloride was added and the reaction stirred overnight at room temperature. The reaction mixture w... The reactants are CC(C)(C)[Si](C)(C)OCCBr, Brc1cccc2[nH]ccc12, CN(C)C=O, [H-], [Na+]. Product: CC(C)(C)[Si](C)(C)OCCCn1ccc2c(Br)cccc21. Reaction SMILES: [Br:13][CH2:14][CH2:15][O:16][Si:17]([CH3:18])([CH3:19])[C:20]([CH3:21])([CH3:22])[CH3:23].[Br:3][c:4]1[c:5]2[cH:6][cH:7][nH:8][c:9]2[cH:10][cH:11][cH:12]1.[CH3:24][N:25]([CH3:26])[CH:27]=[O:28].[H-:1].[Na+:2]>>[Br:3][c:4]1[c:5]2[cH:6][cH:7][n:8]([CH2:24][CH2:14][CH2:15][O:16][Si:17]([CH3:18])([CH3:19])[C:20]([CH3:21])([CH3:22])[CH3:23])[c:9]2[cH:10][cH:11][cH:12]1. Starting materials: CC(C)([O-])C.[K+] (potassium t-butoxide), BrC1=CC=C2C=C(C(=CC2=C1)N1CC(NS1(=O)=O)=O)O (5-(7-bromo-3-hydroxynaphthalen-2-yl)-1,1-dioxo-1,2,5-thiadiazolidin-3-one), KHCO3, C(C1=CC=CC=C1)(=O)Cl (benzoyl chloride), C(=O)(O)[O-].[Na+] (NaHCO3), Cl (HCl). The solvent is CN(C)C=O (DMF), CO (MeOH). Reaction conditions: time 1 minute. Product: BrC=1C=C2C=C(C(=CC2=CC1)OC(C1=CC=CC=C1)=O)N1S(NC(C1)=O)(=O)=O (Benzoic acid 6-bromo-3-(1,1,4-trioxo-1,2,5-thiadiazolidin-2-yl)-naphthalen-2-yl ester). As a reaction SMILES: [Br:1][C:2]1[CH:11]=[C:10]2[C:5]([CH:6]=[C:7]([OH:20])[C:8]([N:12]3[S:16](=[O:18])(=[O:17])[NH:15][C:14](=[O:19])[CH2:13]3)=[CH:9]2)=[CH:4][CH:3]=1.CC(C)([O-])C.[K+].[C:27](Cl)(=[O:34])[C:28]1[CH:33]=[CH:32][CH:31]=[CH:30][CH:29]=1.C([O-])(O)=O.[Na+].Cl>CO.CN(C=O)C>[Br:1][C:2]1[CH:11]=[C:10]2[C:5](=[CH:4][CH:3]=1)[CH:6]=[C:7]([O:20][C:27](=[O:34])[C:28]1[CH:33]=[CH:32][CH:31]=[CH:30][CH:29]=1)[C:8]([N:12]1[CH2:13][C:14](=[O:19])[NH:15][S:16]1(=[O:18])=[O:17])=[CH:9]2 |f:1.2,4.5|. Procedure: To a solution of 5-(7-bromo-3-hydroxynaphthalen-2-yl)-1,1-dioxo-1,2,5-thiadiazolidin-3-one (3) (0.998 g, 2.8 mmol) in MeOH is added KHCO3 (5.6 mL, 0.5M). To this salt in DMF (25 mL) at 0° C. is added potassium t-butoxide (2.94 mL, 1M). The reaction mixture is stirred for 1 min before benzoyl chloride (0.357 mL, 3.08 mmol) is added and the mixture is stirred for 1 min. Sat. NaHCO3 solution is added and it is acidified with 1 N HCl solution. The mixture is extracted with EtOAc, washed with brine a... The reactants are CCOC(=O)Nc1nc(CCc2ccc(NC(=O)OC(C)(C)C)cc2)c(Cc2ccc(S(C)(=O)=O)cc2)s1, C1COCCO1, Cl. The product is CCOC(=O)Nc1nc(CCc2ccc(N)cc2)c(Cc2ccc(S(C)(=O)=O)cc2)s1. As a reaction SMILES: [C:1]([O:2][C:3](=[O:4])[NH:8][c:9]1[cH:10][cH:11][c:12]([CH2:15][CH2:16][c:17]2[n:18][c:19]([NH:33][C:34]([O:35][CH2:36][CH3:37])=[O:38])[s:20][c:21]2[CH2:22][c:23]2[cH:24][cH:25][c:26]([S:29](=[O:30])(=[O:31])[CH3:32])[cH:27][cH:28]2)[cH:13][cH:14]1)([CH3:5])([CH3:6])[CH3:7].[CH2:40]1[O:41][CH2:42][CH2:43][O:44][CH2:45]1.[ClH:39]>>[NH2:8][c:9]1[cH:10][cH:11][c:12]([CH2:15][CH2:16][c:17]2[n:18][c:19]([NH:33][C:34]([O:35][CH2:36][CH3:37])=[O:38])[s:20][c:21]2[CH2:22][c:23]2[cH:24][cH:25][c:26]([S:29](=[O:30])(=[O:31])[CH3:32])[cH:27][cH:28]2)[cH:13][cH:14]1.